This data is from the Open Reaction Database (ORD), a public repository of structured organic reaction records. The task is: describe an organic reaction: reactants, conditions, products, and yield Reactants: COC=1C=C(C2=CC=CC(=C2C1OCOC)CCC)/C=C(/C(=O)OCC)\C (ethyl (E)-3-(3-methoxy-4-methoxymethoxy-5-propyl-1-naphthyl)-2-methylpropenoate). Run in CC(=O)C (acetone). The product is OC1=C(C=C(C2=CC=CC(=C12)CCC)\C=C(/C(=O)O)\C)OC ((Z)-3-(4-hydroxy-3-methoxy-5-propyl-1-naphthyl)-2-methylpropenoic acid). Yield: 37.4%. RXN SMILES: [CH3:1][O:2][C:3]1[CH:4]=[C:5](/[CH:20]=[C:21](\[CH3:27])/[C:22]([O:24]CC)=[O:23])[C:6]2[C:11]([C:12]=1[O:13]COC)=[C:10]([CH2:17][CH2:18][CH3:19])[CH:9]=[CH:8][CH:7]=2>CC(C)=O>[OH:13][C:12]1[C:11]2[C:6](=[CH:7][CH:8]=[CH:9][C:10]=2[CH2:17][CH2:18][CH3:19])[C:5](/[CH:20]=[C:21](/[CH3:27])\[C:22]([OH:24])=[O:23])=[CH:4][C:3]=1[O:2][CH3:1]. Procedure: 196.5 g of ethyl (E)-3-(3-methoxy-4-methoxymethoxy-5-propyl-1-naphthyl)-2-methylpropenoate was dissolved in 2.6 liters of acetone and irradiated with light from a high pressure mercury lamp through a Pyrex filter for 2.5 hours. The reaction mixture was concentrated in vacuo and purified by silica gel column chromatography (3% ethyl acetate/hexane) to obtain 59.2 g of the titled compound as a pale yellow oil. At the same time, 136.4 g of a mixture of the E and Z isomers was recovered.